Dataset: the Open Reaction Database (ORD), a public repository of structured organic reaction records. Task: describe an organic reaction: reactants, conditions, products, and yield Starting materials: [BH4-], CC(=O)C1CCN(Cc2ccccc2)C1, CO, [Na+]. The product is CC(O)C1CCN(Cc2ccccc2)C1. As a reaction SMILES: [BH4-:16].[C:1]([CH3:2])(=[O:3])[CH:4]1[CH2:5][N:6]([CH2:9][c:10]2[cH:11][cH:12][cH:13][cH:14][cH:15]2)[CH2:7][CH2:8]1.[CH3:18][OH:19].[Na+:17]>>[CH:1]([CH3:2])([OH:3])[CH:4]1[CH2:5][N:6]([CH2:9][c:10]2[cH:11][cH:12][cH:13][cH:14][cH:15]2)[CH2:7][CH2:8]1. The reactants are N1(CCNCC1)C=1C=CC=2N(N1)C(=NN2)C(F)(F)F (6-(piperazin-1-yl)-3-(trifluoromethyl)-[1,2,4]triazolo[4,3-b]pyridazine), O1COC2=C1C=CC(=C2)C=O (1,3-benzodioxole-5-carbaldehyde). Yields the product O1COC2=C1C=CC(=C2)CN2CCN(CC2)C=2C=CC=1N(N2)C(=NN1)C(F)(F)F (6-[4-(1,3-benzodioxol-5-ylmethyl)piperazin-1-yl]-3-(trifluoromethyl)-[1,2,4]triazolo[4,3-b]pyridazine). RXN SMILES: [N:1]1([C:7]2[CH:8]=[CH:9][C:10]3[N:11]([C:13]([C:16]([F:19])([F:18])[F:17])=[N:14][N:15]=3)[N:12]=2)[CH2:6][CH2:5][NH:4][CH2:3][CH2:2]1.[O:20]1[C:24]2[CH:25]=[CH:26][C:27]([CH:29]=O)=[CH:28][C:23]=2[O:22][CH2:21]1>>[O:20]1[C:24]2[CH:25]=[CH:26][C:27]([CH2:29][N:4]3[CH2:3][CH2:2][N:1]([C:7]4[CH:8]=[CH:9][C:10]5[N:11]([C:13]([C:16]([F:17])([F:18])[F:19])=[N:14][N:15]=5)[N:12]=4)[CH2:6][CH2:5]3)=[CH:28][C:23]=2[O:22][CH2:21]1. Procedure details: Reductive amination of 6-(piperazin-1-yl)-3-(trifluoromethyl)-[1,2,4]triazolo[4,3-b]pyridazine with 1,3-benzodioxole-5-carbaldehyde was carried out according to General Synthetic Method 5. The crude product was purified by hplc using a Waters XBridge Prep C18 OBD column (5μ silica, 19 mm diameter, 100 mm length) eluted with decreasingly polar mixtures of water (containing 1% aqueous ammonia) and acetonitrile as eluents to give 6-[4-(1,3-benzodioxol-5-ylmethyl)piperazin-1-yl]-3-(trifluoromethyl)-...